This data is from the Open Reaction Database (ORD), a public repository of structured organic reaction records. The task is: describe an organic reaction: reactants, conditions, products, and yield Starting materials: CCCC[N+](CCCC)(CCCC)CCCC, C1CCOC1, C=Cc1cccc(-c2cccc(C3(OC)CC(C(=O)OC)N(C(=O)OCC[Si](C)(C)C)C3)c2)c1, CCOC(C)=O, [F-]. Yields the product C=Cc1cccc(-c2cccc(C3(OC)CNC(C(=O)OC)C3)c2)c1. RXN SMILES: [CH2:2]([N+:3]([CH2:4][CH2:5][CH2:6][CH3:7])([CH2:8][CH2:9][CH2:10][CH3:11])[CH2:12][CH2:13][CH2:14][CH3:15])[CH2:16][CH2:17][CH3:18].[CH2:53]1[O:54][CH2:55][CH2:56][CH2:57]1.[CH3:19][O:20][C:21]1([c:39]2[cH:40][c:41](-[c:45]3[cH:46][c:47]([CH:51]=[CH2:52])[cH:48][cH:49][cH:50]3)[cH:42][cH:43][cH:44]2)[CH2:22][CH:23]([C:35](=[O:36])[O:37][CH3:38])[N:24]([C:26]([O:27][CH2:28][CH2:29][Si:30]([CH3:31])([CH3:32])[CH3:33])=[O:34])[CH2:25]1.[CH3:58][CH2:59][O:60][C:61]([CH3:62])=[O:63].[F-:1]>>[CH3:19][O:20][C:21]1([c:39]2[cH:40][c:41](-[c:45]3[cH:46][c:47]([CH:51]=[CH2:52])[cH:48][cH:49][cH:50]3)[cH:42][cH:43][cH:44]2)[CH2:22][CH:23]([C:35](=[O:36])[O:37][CH3:38])[NH:24][CH2:25]1. Reported procedure: A mixture of 21.5 g. (0.087 mol.) of methyl 2-sulfoethyldithiocarbamate potassium salt (0.5 hydrate) and 7.16 g. (0.11 mol.) of sodium azide in 200 ml. of water was refluxed for two hours. The solution was cooled to 25° and extracted with ethyl acetate. The aqueous phase was treated with Amberlite IR-12OH resin, washed with ether and evaporated to give an oil. The oil was dissolved in acetone, the solution was filterd and the filtrate was evaporated to dryness to give 1-(2-sulfoethyl)-tetrazole-... The reactants are [K].S(=O)(=O)(O)CCNC(SC)=S (methyl 2-sulfoethyldithiocarbamate potassium salt), [N-]=[N+]=[N-].[Na+] (sodium azide), O (water). Run in CC(=O)C (acetone). As a reaction SMILES: [K].[S:2]([CH2:6][CH2:7][NH:8][C:9](=[S:12])SC)([OH:5])(=[O:4])=[O:3].[N-:13]=[N+:14]=[N-:15].[Na+].O>CC(C)=O>[S:2]([CH2:6][CH2:7][N:8]1[C:9]([SH:12])=[N:15][N:14]=[N:13]1)([OH:5])(=[O:4])=[O:3] |f:0.1,2.3,^1:0|. Yields the product S(=O)(=O)(O)CCN1N=NN=C1S (1-(2-sulfoethyl)-tetrazole-5-thiol).